This data is from the Open Reaction Database (ORD), a public repository of structured organic reaction records. The task is: describe an organic reaction: reactants, conditions, products, and yield Reactants: C(O)([O-])=O.[Na+] (sodium hydrogen carbonate), C(CC)NC1=C(SC(=C1)C1=CC=NC=C1)C(=O)N (3-(propylamino)-5-(pyridin-4-yl)thiophene-2-carboxamide), CC(=O)C (acetone), O.C1(=CC=C(C=C1)S(=O)(=O)O)C (p-toluenesulfonic acid monohydrate). Run in C(C)(=O)O (acetic acid). Reaction conditions: temperature 70 celsius, time 2 day. Product: CC1(NC(C2=C(N1CCC)C=C(S2)C2=CC=NC=C2)=O)C (2,2-dimethyl-1-propyl-6-(pyridin-4-yl)-2,3-dihydrothieno[3,2-d]pyrimidin-4(1H)-one). Isolated yield 62.0%. Reaction SMILES: [CH2:1]([NH:4][C:5]1[CH:9]=[C:8]([C:10]2[CH:15]=[CH:14][N:13]=[CH:12][CH:11]=2)[S:7][C:6]=1[C:16]([NH2:18])=[O:17])[CH2:2][CH3:3].[CH3:19][C:20]([CH3:22])=O.O.C1(C)C=CC(S(O)(=O)=O)=CC=1.C(=O)([O-])O.[Na+]>C(O)(=O)C>[CH3:19][C:20]1([CH3:22])[N:4]([CH2:1][CH2:2][CH3:3])[C:5]2[CH:9]=[C:8]([C:10]3[CH:15]=[CH:14][N:13]=[CH:12][CH:11]=3)[S:7][C:6]=2[C:16](=[O:17])[NH:18]1 |f:2.3,4.5|. Reported procedure: A mixture of 3-(propylamino)-5-(pyridin-4-yl)thiophene-2-carboxamide (0.130 g, 0.500 mmol), acetone (3.0 mL), p-toluenesulfonic acid monohydrate (0.0095 g, 0.050 mmol) and acetic acid (2.0 mL) was stirred for 2 days at 70° C. in a sealed tube. The mixture was poured into sat. aqueous sodium hydrogen carbonate (100 mL). Extraction with ethyl acetate-tetrahydrofuran (2:1, 100 mL), drying over magnesium sulfate, filtration and concentration at reduced pressure gave an oil. The oil was purified by c... The reactants are CS(=O)(=O)c1ccc(-c2cc(F)c(F)cc2Br)cc1, COc1ccc(B(O)O)cc1F. Yields the product COc1ccc(-c2cc(F)c(F)cc2-c2ccc(S(C)(=O)=O)cc2)cc1F. RXN SMILES: [Br:1][c:2]1[c:3](-[c:10]2[cH:11][cH:12][c:13]([S:16](=[O:17])(=[O:18])[CH3:19])[cH:14][cH:15]2)[cH:4][c:5]([F:9])[c:6]([F:8])[cH:7]1.[F:20][c:21]1[cH:22][c:23]([B:29]([OH:30])[OH:31])[cH:24][cH:25][c:26]1[O:27][CH3:28]>>[c:2]1(-[c:23]2[cH:22][c:21]([F:20])[c:26]([O:27][CH3:28])[cH:25][cH:24]2)[c:3](-[c:10]2[cH:11][cH:12][c:13]([S:16](=[O:17])(=[O:18])[CH3:19])[cH:14][cH:15]2)[cH:4][c:5]([F:9])[c:6]([F:8])[cH:7]1. Reactants: [K+].[Br-] (KBr), CC1=CC(C2=C(N3C(=N2)CCC3)C1=O)=O (7-Methyl-2,3-dihydro-1H-pyrrolo[1,2-a] benzimidazole-5,8-dione), C1CN1 (ethyleneimine), CC(=O)C (acetone), N1CC1 (aziridine). Run in CO (methanol). Conditions: time 30 minute. Yields the product N1(CC1)C=1C(C2=C(N3C(=N2)CCC3)C(C1C)=O)=O (6-(N-Aziridinyl)-7-methyl-2,3-dihydro-1H-pyrrolo [1,2-a]benzimidazole-5,8-dione). RXN SMILES: [CH3:1][C:2]1[C:13](=[O:14])[C:6]2[N:7]3[CH2:12][CH2:11][CH2:10][C:8]3=[N:9][C:5]=2[C:4](=[O:15])[CH:3]=1.[CH2:16]1[NH:18][CH2:17]1.CC(C)=O.[K+].[Br-]>CO>[N:18]1([C:3]2[C:4](=[O:15])[C:5]3[N:9]=[C:8]4[CH2:10][CH2:11][CH2:12][N:7]4[C:6]=3[C:13](=[O:14])[C:2]=2[CH3:1])[CH2:16][CH2:17]1 |f:3.4|. Reported procedure: To a solution of 35 mg (0.17 mmol) of 26 in 4 mL of dry methanol, chilled at 0° C., was added 0.5 mL of ethyleneimine. The reaction was stirred at 0° for 30 min and then at room temperature for 1 hour. The solvent was removed in vacuo and the red residue flash chromatographed on silica gel using chloroform as the eluant. The purified product was recrystallized from chloroform/hexane: 20.5 mg (48%) yield; mp 192°-194° C. dec.; TLC (acetone), Rf =0.73; IR(KBr pellet) 1674, 1632, 1575, 1518, 1377, ... The reactants are [N+](=O)([O-])C=1C=C2CC(CC2=CC1)N1CCOCC1 (4-(5-nitro-indan-2-yl)-morpholine), C(Cl)Cl (CH2Cl2). Reagents/catalysts: [Pd] (Pd/C). The solvent is CO (methanol). Run at time 2 hour. Yields the product N1(CCOCC1)C1CC2=CC=C(C=C2C1)N (2-morpholin-4-yl-indan-5-ylamine). The yield is 101.3%. Reaction SMILES: [N+:1]([C:4]1[CH:5]=[C:6]2[C:10](=[CH:11][CH:12]=1)[CH2:9][CH:8]([N:13]1[CH2:18][CH2:17][O:16][CH2:15][CH2:14]1)[CH2:7]2)([O-])=O.C(Cl)Cl>CO.[Pd]>[N:13]1([CH:8]2[CH2:7][C:6]3[C:10](=[CH:11][CH:12]=[C:4]([NH2:1])[CH:5]=3)[CH2:9]2)[CH2:18][CH2:17][O:16][CH2:15][CH2:14]1. Procedure details: To a solution of 4-(5-nitro-indan-2-yl)-morpholine (210 mg, 0.85 mmol) in 20 mL of methanol was added Pd/C 10% (20 mg). The mixture was placed under a H2 atmosphere with stirring for 2 h. TLC showed 2 spots. CH2Cl2 was added to dissolve the ppt. that had formed and the hydrogenation continued further 2 h. The catalyst was removed by filtering, and the filtrate evaporated to give 188 mg of 2-morpholin-4-yl-indan-5-ylamine. The crude amine was used in the next step without purification. The reactants are Cl (hydrogen chloride), solution, O1CCOCC1 (1,4-dioxane), C1=CC=C2C(=C1)C(=O)C(C2=O)(O)O (ninhydrin), C(C)OC(=O)[C@@H]1[C@@H](C[C@H](CC1)NNC(=O)OC(C)(C)C)C (tert-butyl 2-((1S,3R,4S)-4-(ethoxycarbonyl)-3-methylcyclohexyl)hydrazinecarboxylate). Solvent: CCOC(=O)C (EtOAc), CCO (EtOH), CCCCCC (hexane). Reaction conditions: time 8 hour. The product is Cl.N(N)[C@@H]1C[C@H]([C@H](CC1)C(=O)OCC)C ((1S,2R,4S)-ethyl 4-hydrazinyl-2-methylcyclohexanecarboxylate hydrochloride). RXN SMILES: [CH2:1]([O:3][C:4]([C@H:6]1[CH2:11][CH2:10][C@H:9]([NH:12][NH:13]C(OC(C)(C)C)=O)[CH2:8][C@H:7]1[CH3:21])=[O:5])[CH3:2].[ClH:22].O1CCOCC1.C1C=C2C(C(O)(O)C(=O)C2=CC=1)=O>CCO.CCCCCC.CCOC(C)=O>[ClH:22].[NH:12]([C@H:9]1[CH2:10][CH2:11][C@H:6]([C:4]([O:3][CH2:1][CH3:2])=[O:5])[C@H:7]([CH3:21])[CH2:8]1)[NH2:13] |f:7.8|. Reported procedure: To a 250-mL round-bottomed flask was added tert-butyl 2-((1S,3R,4S)-4-(ethoxycarbonyl)-3-methylcyclohexyl)hydrazinecarboxylate (5.089 g, 16.94 mmol) in EtOH (56.5 ml). Then hydrogen chloride, 4.0 M solution in 1,4-dioxane (72.0 ml, 288 mmol) was added into the reaction mixture. The overall mixture was allowed to stir under inert atmosphere overnight. The progress of the reaction was monitored by TLC (30% EtOAc in hexane; ninhydrin stain), which suggested reaction completion. The mixture was conc...